Dataset: the Open Reaction Database (ORD), a public repository of structured organic reaction records. Task: describe an organic reaction: reactants, conditions, products, and yield Reactants: C(CCC)[Li] (Butyllithium), C1(=CC=CC=C1)C=1C2=C(SC1)C=CC=C2 (3-phenylbenzo[b]thiophene), CN(C=O)C (dimethylformamide). Solvent: O1CCCC1 (tetrahydrofuran). Conditions: temperature -70 celsius, time 30 minute. Yields the product C1(=CC=CC=C1)C=1C2=C(SC1C=O)C=CC=C2 (3-phenylbenzo[b]thiophene-2-carboxaldehyde). As a reaction SMILES: C([Li])CCC.[C:6]1([C:12]2[C:13]3[CH:20]=[CH:19][CH:18]=[CH:17][C:14]=3[S:15][CH:16]=2)[CH:11]=[CH:10][CH:9]=[CH:8][CH:7]=1.CN(C)[CH:23]=[O:24]>O1CCCC1>[C:6]1([C:12]2[C:13]3[CH:20]=[CH:19][CH:18]=[CH:17][C:14]=3[S:15][C:16]=2[CH:23]=[O:24])[CH:7]=[CH:8][CH:9]=[CH:10][CH:11]=1. Procedure details: Butyllithium (62.5 ml of 1.6M solution in hexane, 0.1 mole) was added dropwise to a stirred solution of 3-phenylbenzo[b]thiophene (21.0 g, 0.1 mole) in tetrahydrofuran (150 ml) at -70° C. The solution was stirred at -70° C. for 30 minutes and dimethylformamide (10 ml, 0.13 mole) was added. The resulting mixture was stirred at -70° C. for 30 minutes and then allowed to warm to ambient temperature. After a further hour the reaction was quenched by the addition of dilute hydrochloric acid (100 ml, ...